Dataset: the Open Reaction Database (ORD), a public repository of structured organic reaction records. Task: describe an organic reaction: reactants, conditions, products, and yield Reactants: BrCc1ccccc1, CN(C)C=O, CS(=O)(=O)c1ncc2c(n1)NC(=O)N(c1c(Cl)cccc1Cl)C2, [H-], [Na+]. Product: CS(=O)(=O)c1ncc2c(n1)N(Cc1ccccc1)C(=O)N(c1c(Cl)cccc1Cl)C2. As a reaction SMILES: [Br:26][CH2:27][c:28]1[cH:29][cH:30][cH:31][cH:32][cH:33]1.[CH3:34][N:35]([CH3:36])[CH:37]=[O:38].[Cl:1][c:2]1[c:3]([N:9]2[C:10](=[O:23])[NH:11][c:12]3[n:13][c:14]([S:19](=[O:20])(=[O:21])[CH3:22])[n:15][cH:16][c:17]3[CH2:18]2)[c:4]([Cl:8])[cH:5][cH:6][cH:7]1.[H-:24].[Na+:25]>>[Cl:1][c:2]1[c:3]([N:9]2[C:10](=[O:23])[N:11]([CH2:27][c:28]3[cH:29][cH:30][cH:31][cH:32][cH:33]3)[c:12]3[n:13][c:14]([S:19](=[O:20])(=[O:21])[CH3:22])[n:15][cH:16][c:17]3[CH2:18]2)[c:4]([Cl:8])[cH:5][cH:6][cH:7]1.